Dataset: the Open Reaction Database (ORD), a public repository of structured organic reaction records. Task: describe an organic reaction: reactants, conditions, products, and yield Yields the product CCOc1cccc(C(O)c2ccccc2)c1. As a reaction SMILES: [Br:1][Mg:2][c:3]1[cH:4][cH:5][cH:6][cH:7][cH:8]1.[CH2:9]([CH3:10])[O:11][c:12]1[cH:13][c:14]([CH:15]=[O:16])[cH:17][cH:18][cH:19]1.[ClH:20]>>[c:3]1([CH:15]([c:14]2[cH:13][c:12]([O:11][CH2:9][CH3:10])[cH:19][cH:18][cH:17]2)[OH:16])[cH:4][cH:5][cH:6][cH:7][cH:8]1. The reactants are Br[Mg]c1ccccc1, CCOc1cccc(C=O)c1, Cl. Reactants: N=1ON=C2C1C=CC=C2C=C(C(=O)OC(C)C)C(C)=O (2-[(2,1,3-benzoxadiazol-4-yl)methylene]-3-oxobutanoic acid, 1-methylethyl ester), C([O-])(O)=O.[Na+] (sodium bicarbonate), S(=O)(=O)(O)O.COC(N)=N (O-methylisourea hydrogen sulfate). The solvent is CN(C=O)C (dimethylformamide), C(C)(=O)OCC (ethyl acetate). Conditions: temperature 65 celsius. The product is N=1ON=C2C1C=CC=C2C2N=C(NC(=C2C(=O)OC(C)C)C)OC (4-(2,1,3-benzoxadiazol-4-yl)-1,4-dihydro-2-methoxy-6-methyl-5-pyrimidinecarboxylic acid, 1-methylethyl ester). Isolated yield 24.4%. As a reaction SMILES: [N:1]1[O:2][N:3]=[C:4]2[C:9]([CH:10]=[C:11]([C:18](=O)[CH3:19])[C:12]([O:14][CH:15]([CH3:17])[CH3:16])=[O:13])=[CH:8][CH:7]=[CH:6][C:5]=12.C(=O)(O)[O-].[Na+].S(O)(O)(=O)=O.[CH3:31][O:32][C:33](=[NH:35])[NH2:34]>CN(C)C=O.C(OCC)(=O)C>[N:1]1[O:2][N:3]=[C:4]2[C:9]([CH:10]3[C:11]([C:12]([O:14][CH:15]([CH3:17])[CH3:16])=[O:13])=[C:18]([CH3:19])[NH:35][C:33]([O:32][CH3:31])=[N:34]3)=[CH:8][CH:7]=[CH:6][C:5]=12 |f:1.2,3.4|. Procedure: A mixture of 2-[(2,1,3-benzoxadiazol-4-yl)methylene]-3-oxobutanoic acid, 1-methylethyl ester (2.04 g, 7.43 mmol), sodium bicarbonate (1.87 g, 22.3 mmol) and O-methylisourea hydrogen sulfate (1.66 g, 9.66 mmol) in dimethylformamide (7.5 ml) was heated at 65° C. (oil bath) overnight under argon. The reaction was then diluted with ethyl acetate, washed several times with water, washed with saturated sodium chloride, dried (potassium carbonate), and evaporated. The residue was flash chromatographed ... The reactants are CC(C)(C)OC(=O)N1CCN(C(=O)c2ccccc2F)CC1, C1COCCO1, ClCCl, Cl. Product: Cl, O=C(c1ccccc1F)N1CCNCC1. As a reaction SMILES: [C:1]([O:2][C:3](=[O:4])[N:8]1[CH2:9][CH2:10][N:11]([C:14]([c:15]2[c:16]([F:21])[cH:17][cH:18][cH:19][cH:20]2)=[O:22])[CH2:12][CH2:13]1)([CH3:5])([CH3:6])[CH3:7].[CH2:24]1[O:25][CH2:26][CH2:27][O:28][CH2:29]1.[Cl:30][CH2:31][Cl:32].[ClH:23]>>[ClH:23].[NH:8]1[CH2:9][CH2:10][N:11]([C:14]([c:15]2[c:16]([F:21])[cH:17][cH:18][cH:19][cH:20]2)=[O:22])[CH2:12][CH2:13]1.